The task is: describe an organic reaction: reactants, conditions, products, and yield. This data is from the Open Reaction Database (ORD), a public repository of structured organic reaction records. Reactants: C1COCCO1, COc1ccc(N)cc1, CCN=C=NCCCN(C)C, Cl, O=C(O)c1c[nH]c2c1C(=O)CCC2. The product is COc1ccc(NC(=O)c2c[nH]c3c2C(=O)CCC3)cc1. As a reaction SMILES: [CH2:35]1[O:36][CH2:37][CH2:38][O:39][CH2:40]1.[CH3:14][O:15][c:16]1[cH:17][cH:18][c:19]([NH2:22])[cH:20][cH:21]1.[CH3:24][N:25]([CH3:26])[CH2:27][CH2:28][CH2:29][N:30]=[C:31]=[N:32][CH2:33][CH3:34].[ClH:23].[O:1]=[C:2]1[c:3]2[c:4]([C:11](=[O:12])[OH:13])[cH:5][nH:6][c:7]2[CH2:8][CH2:9][CH2:10]1>>[O:1]=[C:2]1[c:3]2[c:4]([C:11](=[O:13])[NH:22][c:19]3[cH:18][cH:17][c:16]([O:15][CH3:14])[cH:21][cH:20]3)[cH:5][nH:6][c:7]2[CH2:8][CH2:9][CH2:10]1. The reactants are C1N(CCN2C1CCC2)C2=CC=C(C(=O)OC)C=C2 (methyl 4-(3,4,6,7,8,8a-hexahydro-1H-pyrrolo[2,1-c]pyrazin-2-yl)benzoate), NC1=CC(=NN1C(=O)OC(C)(C)C)CCC1=CC(=CC(=C1)OC)OC (tert-butyl 5-amino-3-[2-(3,5-dimethoxyphenyl)ethyl]-1H-pyrazole-1-carboxylate), C[Si](C)(C)[N-][Si](C)(C)C.[Na+] (NaHMDS). Solvent: C1CCOC1 (THF). Product: C1N(CCN2C1CCC2)C2=CC=C(C(=O)NC=1NN=C(C1)CCC1=CC(=CC(=C1)OC)OC)C=C2 (4-(3,4,6,7,8,8a-Hexahydro-1H-pyrrolo[2,1-c]pyrazin-2-yl)-N-[5-[2-(3,5-dimethoxyphenyl)ethyl]-2H-pyrazol-3-yl]benzamide). The yield is 10.2%. RXN SMILES: [CH2:1]1[CH:6]2[CH2:7][CH2:8][CH2:9][N:5]2[CH2:4][CH2:3][N:2]1[C:10]1[CH:19]=[CH:18][C:13]([C:14]([O:16]C)=O)=[CH:12][CH:11]=1.[NH2:20][C:21]1[N:25](C(OC(C)(C)C)=O)[N:24]=[C:23]([CH2:33][CH2:34][C:35]2[CH:40]=[C:39]([O:41][CH3:42])[CH:38]=[C:37]([O:43][CH3:44])[CH:36]=2)[CH:22]=1.C[Si]([N-][Si](C)(C)C)(C)C.[Na+]>C1COCC1>[CH2:1]1[CH:6]2[CH2:7][CH2:8][CH2:9][N:5]2[CH2:4][CH2:3][N:2]1[C:10]1[CH:11]=[CH:12][C:13]([C:14]([NH:20][C:21]2[NH:25][N:24]=[C:23]([CH2:33][CH2:34][C:35]3[CH:40]=[C:39]([O:41][CH3:42])[CH:38]=[C:37]([O:43][CH3:44])[CH:36]=3)[CH:22]=2)=[O:16])=[CH:18][CH:19]=1 |f:2.3|. Procedure details: 4-(3,4,6,7,8,8a-Hexahydro-1H-pyrrolo[2,1-c]pyrazin-2-yl)-N-[5-[2-(3,5-dimethoxyphenyl)ethyl]-2H-pyrazol-3-yl]benzamide was prepared as for Example 94, but starting from methyl 4-(3,4,6,7,8,8a-hexahydro-1H-pyrrolo[2,1-c]pyrazin-2-yl)benzoate (193 mg, 0.7 mmol), tert-butyl 5-amino-3-[2-(3,5-dimethoxyphenyl)ethyl]-1H-pyrazole-1-carboxylate (292 mg, 0.84 mmol) and 1M NaHMDS (1.23 ml, 1.23 mmol) in THF (5 ml). The crude product was purified by reverse phase prep. HPLC (basic) using a 33-53% gradient ... Starting materials: CCO, CC(=O)c1ccc(-c2ccc([N+](=O)[O-])cc2)o1. The product is CC(=O)c1ccc(-c2ccc(N)cc2)o1. Reaction SMILES: [CH3:18][CH2:19][OH:20].[N+:1]([O-:2])(=[O:3])[c:4]1[cH:5][cH:6][c:7](-[c:10]2[cH:11][cH:12][c:13]([C:15](=[O:16])[CH3:17])[o:14]2)[cH:8][cH:9]1>>[NH2:1][c:4]1[cH:5][cH:6][c:7](-[c:10]2[cH:11][cH:12][c:13]([C:15](=[O:16])[CH3:17])[o:14]2)[cH:8][cH:9]1. Starting materials: CCO, Cl, CCOC(=O)c1ccc(NCCOc2ccc(F)cc2)cc1, [K+], [OH-], O. The product is O=C(O)c1ccc(NCCOc2ccc(F)cc2)cc1. RXN SMILES: [CH3:25][CH2:26][OH:27].[ClH:28].[F:1][c:2]1[cH:3][cH:4][c:5]([O:6][CH2:7][CH2:8][NH:9][c:10]2[cH:11][cH:12][c:13]([C:14](=[O:15])[O:16][CH2:17][CH3:18])[cH:19][cH:20]2)[cH:21][cH:22]1.[K+:24].[OH-:23].[OH2:29]>>[F:1][c:2]1[cH:3][cH:4][c:5]([O:6][CH2:7][CH2:8][NH:9][c:10]2[cH:11][cH:12][c:13]([C:14](=[O:15])[OH:16])[cH:19][cH:20]2)[cH:21][cH:22]1.